From a dataset of the Open Reaction Database (ORD), a public repository of structured organic reaction records. describe an organic reaction: reactants, conditions, products, and yield The reactants are [Al+3], CC(=O)c1cc(C)c(Oc2nc(Nc3ccc(C#N)cc3)nc3ccn(Cc4ccccc4)c23)c(C)c1, [Cl-], [Cl-], [Cl-], ClC(Cl)Cl, Clc1ccccc1Cl. Yields the product CC(=O)c1cc(C)c(Oc2nc(Nc3ccc(C#N)cc3)nc3cc[nH]c23)c(C)c1. RXN SMILES: [Al+3:39].[C:1]([CH3:2])(=[O:3])[c:4]1[cH:5][c:6]([CH3:37])[c:7]([O:8][c:9]2[c:10]3[c:11]([n:12][c:13]([NH:15][c:16]4[cH:17][cH:18][c:19]([C:20]#[N:21])[cH:22][cH:23]4)[n:14]2)[cH:24][cH:25][n:26]3[CH2:27][c:28]2[cH:29][cH:30][cH:31][cH:32][cH:33]2)[c:34]([CH3:36])[cH:35]1.[Cl-:38].[Cl-:40].[Cl-:41].[Cl:42][CH:43]([Cl:44])[Cl:45].[Cl:46][c:47]1[c:48]([Cl:49])[cH:50][cH:51][cH:52][cH:53]1>>[C:1]([CH3:2])(=[O:3])[c:4]1[cH:5][c:6]([CH3:37])[c:7]([O:8][c:9]2[c:10]3[c:11]([n:12][c:13]([NH:15][c:16]4[cH:17][cH:18][c:19]([C:20]#[N:21])[cH:22][cH:23]4)[n:14]2)[cH:24][cH:25][nH:26]3)[c:34]([CH3:36])[cH:35]1. Starting materials: CCO, CS(=O)(=O)Cc1cccc([N+](=O)[O-])c1, [Na+], [OH-]. Product: CS(=O)(=O)Cc1cccc(N)c1. As a reaction SMILES: [CH3:17][CH2:18][OH:19].[CH3:1][S:2](=[O:3])(=[O:4])[CH2:5][c:6]1[cH:7][c:8]([N+:12]([O-:13])=[O:14])[cH:9][cH:10][cH:11]1.[Na+:16].[OH-:15]>>[CH3:1][S:2](=[O:3])(=[O:4])[CH2:5][c:6]1[cH:7][c:8]([NH2:12])[cH:9][cH:10][cH:11]1. The reactants are C(C=C)C=1C(=C2C(=NC1)N(C=C2)S(=O)(=O)C2=CC=C(C)C=C2)Cl (5-Allyl-4-chloro-1-tosyl-1H-pyrrolo[2,3-b]pyridine), NaIO4, O1CCOCC1 (1,4-dioxane). Reagents/catalysts: O=[Os](=O)(=O)=O (OsO4). Solvent: O (water), CCOC(=O)C (EtOAc). Run at time 1 hour. The product is ClC1=C2C(=NC=C1CC=O)N(C=C2)S(=O)(=O)C2=CC=C(C)C=C2 (2-(4-chloro-1-tosyl-1H-pyrrolo[2,3-b]pyridin-5-yl)acetaldehyde). Reaction SMILES: [CH2:1]([C:4]1[C:5]([Cl:23])=[C:6]2[CH:12]=[CH:11][N:10]([S:13]([C:16]3[CH:22]=[CH:21][C:19]([CH3:20])=[CH:18][CH:17]=3)(=[O:15])=[O:14])[C:7]2=[N:8][CH:9]=1)[CH:2]=C.[O:24]1CCOCC1>O.CCOC(C)=O.O=[Os](=O)(=O)=O>[Cl:23][C:5]1[C:4]([CH2:1][CH:2]=[O:24])=[CH:9][N:8]=[C:7]2[N:10]([S:13]([C:16]3[CH:22]=[CH:21][C:19]([CH3:20])=[CH:18][CH:17]=3)(=[O:15])=[O:14])[CH:11]=[CH:12][C:6]=12. Reported procedure: 5-Allyl-4-chloro-1-tosyl-1H-pyrrolo[2,3-b]pyridine (3.90 g, 11.2 mmol) in 1,4-dioxane (75 mL) and water (15 mL) was treated with NaIO4 (9.62 g, 45.0 mmol) and OsO4 (2.5% in t-BuOH, 5.65 mL, 0.450 mmol). The mixture was stirred at rt for about 1 h then diluted with EtOAc (100 mL). The solids were collected by filtration and the cake was washed with EtOAc (2×100 mL). The filtrate was washed with water (100 mL) and saturated aqueous NaCl (50 mL) then dried over anhydrous MgSO4, filtered and concent... Starting materials: O=C([O-])[O-], CS(C)=O, Clc1ccc2nnc(Cc3ccc4ncccc4c3)n2n1, [Cs+], [Cs+], Oc1ccc(F)c(F)c1. Yields the product Fc1ccc(Oc2ccc3nnc(Cc4ccc5ncccc5c4)n3n2)cc1F. RXN SMILES: [C:31](=[O:32])([O-:33])[O-:34].[CH3:37][S:38]([CH3:39])=[O:40].[Cl:1][c:2]1[cH:3][cH:4][c:5]2[n:6]([n:7]1)[c:8]([CH2:11][c:12]1[cH:13][c:14]3[cH:15][cH:16][cH:17][n:18][c:19]3[cH:20][cH:21]1)[n:9][n:10]2.[Cs+:35].[Cs+:36].[F:22][c:23]1[cH:24][c:25]([OH:30])[cH:26][cH:27][c:28]1[F:29]>>[c:2]1([O:30][c:25]2[cH:24][c:23]([F:22])[c:28]([F:29])[cH:27][cH:26]2)[cH:3][cH:4][c:5]2[n:6]([n:7]1)[c:8]([CH2:11][c:12]1[cH:13][c:14]3[cH:15][cH:16][cH:17][n:18][c:19]3[cH:20][cH:21]1)[n:9][n:10]2. Starting materials: CCNCC, CC#N, Cc1ccccc1, CC(O)C1COCC(c2ccc(F)c(F)c2)N1C(=O)OCC1c2ccccc2-c2ccccc21. Yields the product CC(O)C1COCC(c2ccc(F)c(F)c2)N1. RXN SMILES: [CH2:35]([NH:36][CH2:37][CH3:38])[CH3:39].[CH3:40][C:41]#[N:42].[CH3:43][c:44]1[cH:45][cH:46][cH:47][cH:48][cH:49]1.[cH:1]1[c:2]2[c:14]([cH:15][cH:16][cH:17]1)-[c:9]1[c:8]([cH:13][cH:12][cH:11][cH:10]1)[CH:3]2[CH2:4][O:5][C:6](=[O:7])[N:18]1[CH:19]([c:27]2[cH:28][c:29]([F:34])[c:30]([F:33])[cH:31][cH:32]2)[CH2:20][O:21][CH2:22][CH:23]1[CH:24]([CH3:25])[OH:26]>>[NH:18]1[CH:19]([c:27]2[cH:28][c:29]([F:34])[c:30]([F:33])[cH:31][cH:32]2)[CH2:20][O:21][CH2:22][CH:23]1[CH:24]([CH3:25])[OH:26]. The reactants are C(C)OC(CSC1=NC(=CC(=N1)Cl)Cl)=O ((4,6-dichloro-2-pyrimidinylthio)acetic acid ethyl ester), NC1=CC=C(C=C1)C1=CC=CC=C1 (4-aminobiphenyl), C([O-])([O-])=O.[Na+].[Na+] (sodium carbonate). Run in C(C)O (ethanol). Yields the product C(C)OC(CSC1=NC(=CC(=N1)NC1=CC=C(C=C1)C1=CC=CC=C1)Cl)=O ([4-(4-Biphenylylamino)-6-chloro-2-pyrimidinylthio]acetic acid ethyl ester). Isolated yield 39.1%. Reaction SMILES: [CH2:1]([O:3][C:4](=[O:15])[CH2:5][S:6][C:7]1[N:12]=[C:11]([Cl:13])[CH:10]=[C:9](Cl)[N:8]=1)[CH3:2].[NH2:16][C:17]1[CH:22]=[CH:21][C:20]([C:23]2[CH:28]=[CH:27][CH:26]=[CH:25][CH:24]=2)=[CH:19][CH:18]=1.C(=O)([O-])[O-].[Na+].[Na+]>C(O)C>[CH2:1]([O:3][C:4](=[O:15])[CH2:5][S:6][C:7]1[N:8]=[C:9]([NH:16][C:17]2[CH:18]=[CH:19][C:20]([C:23]3[CH:28]=[CH:27][CH:26]=[CH:25][CH:24]=3)=[CH:21][CH:22]=2)[CH:10]=[C:11]([Cl:13])[N:12]=1)[CH3:2] |f:2.3.4|. Reported procedure: A stirred mixture of 5.3 g of (4,6-dichloro-2-pyrimidinylthio)acetic acid ethyl ester, 3.4 g of 4-aminobiphenyl and 2.1 g of sodium carbonate in 100 ml. of ethanol was heated under reflux for 5 hr. The reaction mixture was filtered and water was added to the filtrate to initiate precipitation. The precipitate was recrystallized from ethanol to give 3.1 g of product, mp. 110°-112°C.. Starting materials: C(C)(=O)[O-].[NH4+] (ammonium acetate), C(#N)[BH3-].[Na+] (Sodium cyanoborohydride), O=C1CCN(CC1)CCSC=1NC(=C(N1)C1=CC=CC=C1)C1=CC=CC=C1 (2-[2-(4-oxopiperidin-1-yl)ethyl]thio-4,5-diphenylimidazole), 3A. Solvent: CO (methanol). Conditions: time 65 hour. Yields the product NC1CCN(CC1)CCSC=1NC(=C(N1)C1=CC=CC=C1)C1=CC=CC=C1 (2-[2-(4-aminopiperidin-1-yl)ethyl]thio-4,5-diphenylimidazole). Isolated yield 49.9%. RXN SMILES: C([BH3-])#[N:2].[Na+].O=[C:6]1[CH2:11][CH2:10][N:9]([CH2:12][CH2:13][S:14][C:15]2[NH:16][C:17]([C:26]3[CH:31]=[CH:30][CH:29]=[CH:28][CH:27]=3)=[C:18]([C:20]3[CH:25]=[CH:24][CH:23]=[CH:22][CH:21]=3)[N:19]=2)[CH2:8][CH2:7]1.C([O-])(=O)C.[NH4+]>CO>[NH2:2][CH:6]1[CH2:11][CH2:10][N:9]([CH2:12][CH2:13][S:14][C:15]2[NH:16][C:17]([C:26]3[CH:31]=[CH:30][CH:29]=[CH:28][CH:27]=3)=[C:18]([C:20]3[CH:25]=[CH:24][CH:23]=[CH:22][CH:21]=3)[N:19]=2)[CH2:8][CH2:7]1 |f:0.1,3.4|. Reported procedure: Step 4): Sodium cyanoborohydride (0.06 g, 9.5 mmol) was added to solution of 2-[2-(4-oxopiperidin-1-yl)ethyl]thio-4,5-diphenylimidazole (0.34 g, 0.91 mmol), powdered 3A molecular sieves (0.268 g) and ammonium acetate (0.73 g, 9.5 mmol) in methanol (10 ml). The mixture was stirred at room temperature under nitrogen atmosphere for 65 hours and then filtered and washed with methanol. The filtrate was concentrated. The residue was dissolved in 10% NaOH solution and ethyl acetate. The organic layer w... The reactants are C[Si](OCCOCI)(C)C (iodomethyl 2-(trimethylsilyloxy)ethyl ether), C([N+](=O)[O-])([N+](=O)[O-])[N+](=O)[O-] (nitroform). The product is OCCOCC([N+](=O)[O-])([N+](=O)[O-])[N+](=O)[O-] (2,2,2-trinitroethyl 2-hydroxyethyl ether). RXN SMILES: C[Si](C)(C)[O:3][CH2:4][CH2:5][O:6][CH2:7]I.[CH:11]([N+:18]([O-:20])=[O:19])([N+:15]([O-:17])=[O:16])[N+:12]([O-:14])=[O:13]>>[OH:3][CH2:4][CH2:5][O:6][CH2:7][C:11]([N+:18]([O-:20])=[O:19])([N+:15]([O-:17])=[O:16])[N+:12]([O-:14])=[O:13]. Procedure: In the next step, the iodomethyl 2-(trimethylsilyloxy)ethyl ether is reacted with nitroform to produce 2,2,2-trinitroethyl 2-hydroxyethyl ether: